This data is from the Open Reaction Database (ORD), a public repository of structured organic reaction records. The task is: describe an organic reaction: reactants, conditions, products, and yield Reactants: C(C(C)(C)C)(=O)Cl (pivaloyl chloride), OC1=C(C(=O)OCC)C=CC=C1C(CC)=O (ethyl 2-hydroxy-3-propionylbenzoate), ice, Cl (hydrochloric acid). Solvent: N1=CC=CC=C1 (pyridine). Conditions: temperature 80 celsius, time 6 hour. Product: C(C(C)(C)C)(=O)OC1=C(C(=O)OCC)C=CC=C1C(CC)=O (ethyl 2-pivaloyloxy-3-propionylbenzoate). RXN SMILES: [C:1](Cl)(=[O:6])[C:2]([CH3:5])([CH3:4])[CH3:3].[OH:8][C:9]1[C:19]([C:20](=[O:23])[CH2:21][CH3:22])=[CH:18][CH:17]=[CH:16][C:10]=1[C:11]([O:13][CH2:14][CH3:15])=[O:12].Cl>N1C=CC=CC=1>[C:1]([O:8][C:9]1[C:19]([C:20](=[O:23])[CH2:21][CH3:22])=[CH:18][CH:17]=[CH:16][C:10]=1[C:11]([O:13][CH2:14][CH3:15])=[O:12])(=[O:6])[C:2]([CH3:5])([CH3:4])[CH3:3]. Reported procedure: 6 ml of pivaloyl chloride was added dropwise into a stirred solution of 8.9 g of ethyl 2-hydroxy-3-propionylbenzoate in 20 ml of anhydrous pyridine. The reaction mixture was stirred at 80° C. for 6 hours, cooled at room temperature and poured into a mixture of 200 g of crushed ice and 30 ml of 10N aqueous hydrochloric acid solution. After extraction with diethyl ether, the organic phase was washed with brine, dried on anhydrous sodium sulfate and evaporated to dryness in vacuo, yielding 11.4 g o... Starting materials: ClC1=NC=C(C=2C(=CC=CC12)S(=O)(=O)Cl)Cl (1,4-dichloro-5-isoquinolinesulfonyl chloride), C(C)(C)(C)OC(=O)N(C)C1CN(CC1)S(=O)(=O)C=1C=2C(=CN=C(C2C=CC1)Cl)Cl (3-[N-(tert-Butoxycarbonyl)-N-methylamino]-1-(1,4-dichloro-5-isoquinolinesulfonyl)pyrrolidine), C(C)(C)(C)OC(=O)N(C)C1CN(CC1)S(=O)(=O)C=1C=2C(=CN=C(C2C=CC1)Cl)Cl (3-[N-(tert-Butoxycarbonyl)-N-methylamino]-1-(1,4-dichloro-5-isoquinolinesulfonyl)pyrrolidine), C(C)(C)(C)OC(=O)N(C)C1CNCC1 (3-[N-(tert-butoxycarbonyl)-N-methyl-amino]pyrrolidine), C(C)(C)(C)OC(=O)N(C)[C@@H]1CNCC1 ((S)-3-[N-(tert-butoxycarbonyl)-N-methylamino]pyrrolidine), ClC1=NC=C(C=2C(=CC=CC12)S(=O)(=O)Cl)Br (1-chloro-4-bromo-5-isoquinolinesulfonyl chloride). The product is OC1=NC=C(C=2C(=CC=CC12)S(=O)(=O)N1CC(CC1)NC)Cl ((R/S)-1-(1-Hydroxy-4-chloro-5-isoquinolinesulfonyl)-3-(methylamino)pyrrolidine), Cl (hydrochloride). RXN SMILES: C(OC([N:8]([CH:10]1[CH2:14][CH2:13][N:12]([S:15]([C:18]2[C:19]3[C:20]([Cl:29])=[CH:21][N:22]=[C:23]([Cl:28])[C:24]=3[CH:25]=[CH:26][CH:27]=2)(=[O:17])=[O:16])[CH2:11]1)[CH3:9])=O)(C)(C)C.ClC1C2C=CC=C(S(Cl)(=O)=[O:42])C=2C(Cl)=CN=1.C(OC(N(C1CCNC1)C)=O)(C)(C)C.ClC1C2C=CC=C(S(Cl)(=O)=O)C=2C(Br)=CN=1.C(OC(N([C@H]1CCNC1)C)=O)(C)(C)C>>[OH:42][C:23]1[C:24]2[CH:25]=[CH:26][CH:27]=[C:18]([S:15]([N:12]3[CH2:13][CH2:14][CH:10]([NH:8][CH3:9])[CH2:11]3)(=[O:16])=[O:17])[C:19]=2[C:20]([Cl:29])=[CH:21][N:22]=1.[ClH:28]. Reported procedure: 3-[N-(tert-Butoxycarbonyl)-N-methylamino]-1-(1,4-dichloro-5-isoquinolinesulfonyl)pyrrolidine (Intermediate 25) can be prepared by using 1,4-dichloro-5-isoquinolinesulfonyl chloride and 3-[N-(tert-butoxycarbonyl)-N-methyl-amino]pyrrolidine in the method of Example 35-1, Step A instead of 1-chloro-4-bromo-5-isoquinolinesulfonyl chloride and (S)-3-[N-(tert-butoxycarbonyl)-N-methylamino]pyrrolidine, respectively, and then used in the method of Example 35-1, Step B in a similar manner to obtain the t... Starting materials: ClC1=C(C=2C3=C(N(C2C=C1)CCOC1=CC=C(C=C1)F)CCN(CC3)C(=O)OC(C)(C)C)Cl (tert-butyl 9,10-dichloro-6-[2-(4-fluorophenoxy)ethyl]-1,4,5,6-tetrahydroazepino[4,5-b]indole-3(2H)-carboxylate), [OH-].[Na+] (NaOH). The solvent is C(Cl)Cl (CH2Cl2), C(=O)(C(F)(F)F)O (TFA). Run at time 30 minute. The product is Cl.ClC1=C(C=2C3=C(N(C2C=C1)CCOC1=CC=C(C=C1)F)CCNCC3)Cl (9,10-Dichloro-6-[2-(4-fluorophenoxy)ethyl]-1,2,3,4,5,6-hexahydroazepino[4,5-b]indole hydrochloride). The yield is 78.3%. As a reaction SMILES: [Cl:1][C:2]1[CH:10]=[CH:9][C:8]2[N:7]([CH2:11][CH2:12][O:13][C:14]3[CH:19]=[CH:18][C:17]([F:20])=[CH:16][CH:15]=3)[C:6]3[CH2:21][CH2:22][N:23](C(OC(C)(C)C)=O)[CH2:24][CH2:25][C:5]=3[C:4]=2[C:3]=1[Cl:33].[OH-].[Na+]>C(Cl)Cl.C(O)(C(F)(F)F)=O>[ClH:1].[Cl:1][C:2]1[CH:10]=[CH:9][C:8]2[N:7]([CH2:11][CH2:12][O:13][C:14]3[CH:15]=[CH:16][C:17]([F:20])=[CH:18][CH:19]=3)[C:6]3[CH2:21][CH2:22][NH:23][CH2:24][CH2:25][C:5]=3[C:4]=2[C:3]=1[Cl:33] |f:1.2,5.6|. Procedure: To a solution of tert-butyl 9,10-dichloro-6-[2-(4-fluorophenoxy)ethyl]-1,4,5,6-tetrahydroazepino[4,5-b]indole-3(2H)-carboxylate (0.20 g, 0.41 mmol) in CH2Cl2 (6.0 mL), TFA (0.63 mL, 8.1 minol) was added while stirring at rt. After 30 min, the reaction was made basic with 10% aqueous NaOH, then extracted with CH2Cl2 (3×15 mL). The combined organic layers were washed with brine, dried over Na2SO4, decanted, and concentrated to 0.17 g of a crude solid. After the hydrochloride salt was prepared, it ... Starting materials: solution, C(C)[Mg]Cl (ethylmagnesium chloride), CON(C(=O)C=1OC(=CC1)S(=O)(=O)C)C (5-methanesulfonyl-furan-2-carboxylic acid methoxy-methyl-amide). Run in C1CCOC1 (THF), C1CCOC1 (THF). Run at time 18 hour. Yields the product CS(=O)(=O)C1=CC=C(O1)C(CC)=O (1-(5-methanesulfonyl-furan-2-yl)-propan-1-one). As a reaction SMILES: CON(C)[C:4]([C:6]1[O:7][C:8]([S:11]([CH3:14])(=[O:13])=[O:12])=[CH:9][CH:10]=1)=[O:5].[CH2:16]([Mg]Cl)[CH3:17]>C1COCC1>[CH3:14][S:11]([C:8]1[O:7][C:6]([C:4](=[O:5])[CH2:16][CH3:17])=[CH:10][CH:9]=1)(=[O:12])=[O:13]. Procedure: To a chilled (0° C.) solution of 5-methanesulfonyl-furan-2-carboxylic acid methoxy-methyl-amide (1.48 g, 6.36 mmol) in THF (30 mL) was added a 2 M solution of ethylmagnesium chloride in THF (7.0 mL, 14 mmol). The mixture was then slowly warmed to with stifling. After 18 hours, the mixture was quenched with saturated aqueous ammonium chloride (50 mL) and then diluted with ethyl acetate (50 mL). The aqueous phase was separated and extracted with ethyl acetate (3×30 mL). The combined organic layers... RXN SMILES: CN(C)C([N:5]1[C:9]2=[N:10][CH:11]=[C:12]([Br:14])[CH:13]=[C:8]2[C:7]([C:15]2[O:19][CH:18]=[N:17][CH:16]=2)=[CH:6]1)=O.[OH-].[Na+]>CCO>[Br:14][C:12]1[CH:13]=[C:8]2[C:7]([C:15]3[O:19][CH:18]=[N:17][CH:16]=3)=[CH:6][NH:5][C:9]2=[N:10][CH:11]=1 |f:1.2|. Starting materials: CN(C(=O)N1C=C(C=2C1=NC=C(C2)Br)C2=CN=CO2)C (5-Bromo-3-oxazol-5-yl-pyrrolo[2,3-b]pyridine-1-carboxylic acid dimethylamide), [OH-].[Na+] (NaOH). The yield is 90.8%. Product: BrC=1C=C2C(=NC1)NC=C2C2=CN=CO2 (5-Bromo-3-oxazol-5-yl-1H-pyrrolo[2,3-b]pyridine). Run in CCO (EtOH). Procedure: A mixture of 21 (667 mg, 1.99 mmol), EtOH (20 mL) and 10% aq. NaOH (10 mL) was heated at 90° C. for 40 min then cooled and poured onto water (50 mL). The aqueous layer was extracted with ethyl acetate (4×40 mL). The combined organic extracts were washed with brine (30 mL), dried (MgSO4) and concentrated to give 22 as a white solid (477 mg, 91%); 1H NMR (400 MHz, CDCl3) δ 7.27 (d, J=2.5 Hz, 1H), 7.67 (d, J=2.5 Hz, 1H), 7.94 (s, 1H), 8.33 (d, J=2.1 Hz, 1H), 8.44 (d, J=2.1 Hz, 1H), 9.30-9.10 (bs, N... Reaction conditions: temperature 90 celsius. Reactants: NC[C@@H]1CN(CCO[C@H]1C1=CC(=C(C=C1)Cl)F)C(=O)OC(C)(C)C (tert-butyl (6R,7R)-6-(aminomethyl)-7-(4-chloro-3-fluorophenyl)-1,4-oxazepane-4-carboxylate), FC=1C(=NC=CC1)OCC(=O)O ([(3-fluoropyridin-2-yl)oxy]acetic acid). Yields the product ClC1=C(C=C(C=C1)[C@H]1[C@@H](CNCCO1)CNC(COC1=NC=CC=C1F)=O)F (N-{[(6S,7R)-7-(4-chloro-3-fluorophenyl)-1,4-oxazepan-6-yl]methyl}-2-[(3-fluoropyridin-2-yl)oxy]acetamide). As a reaction SMILES: [NH2:1][CH2:2][C@H:3]1[C@H:9]([C:10]2[CH:15]=[CH:14][C:13]([Cl:16])=[C:12]([F:17])[CH:11]=2)[O:8][CH2:7][CH2:6][N:5](C(OC(C)(C)C)=O)[CH2:4]1.[F:25][C:26]1[C:27]([O:32][CH2:33][C:34](O)=[O:35])=[N:28][CH:29]=[CH:30][CH:31]=1>>[Cl:16][C:13]1[CH:14]=[CH:15][C:10]([C@@H:9]2[O:8][CH2:7][CH2:6][NH:5][CH2:4][C@H:3]2[CH2:2][NH:1][C:34](=[O:35])[CH2:33][O:32][C:27]2[C:26]([F:25])=[CH:31][CH:30]=[CH:29][N:28]=2)=[CH:11][C:12]=1[F:17]. Procedure details: Using tert-butyl (6R,7R)-6-(aminomethyl)-7-(4-chloro-3-fluorophenyl)-1,4-oxazepane-4-carboxylate and [(3-fluoropyridin-2-yl)oxy]acetic acid, and by a method similar to that of Example 39, followed by neutralization, the title compound was obtained.